From a dataset of the Open Reaction Database (ORD), a public repository of structured organic reaction records. describe an organic reaction: reactants, conditions, products, and yield RXN SMILES: [CH3:21][CH2:22][OH:23].[Cl:1][C:2]1=[C:3]([CH:16]=[O:17])[CH2:4][CH2:5][N:6]([CH2:9][c:10]2[cH:11][cH:12][cH:13][cH:14][cH:15]2)[CH2:7][CH2:8]1.[ClH:18].[NH2:19][OH:20]>>[Cl:1][C:2]1=[C:3]([CH:16]=[N:19][OH:20])[CH2:4][CH2:5][N:6]([CH2:9][c:10]2[cH:11][cH:12][cH:13][cH:14][cH:15]2)[CH2:7][CH2:8]1. Yields the product ON=CC1=C(Cl)CCN(Cc2ccccc2)CC1. The reactants are CCO, O=CC1=C(Cl)CCN(Cc2ccccc2)CC1, Cl, NO. The reactants are ( 71 ), ClC1=C(C(=CC=C1)Cl)C1=CN=C(O1)C(C(CC(=O)OC(C)(C)C)NC(=O)C1CCCN2N1C(C(CCC2=O)NS(=O)(=O)C)=O)O (t-Butyl 4-[5-(2,6-dichlorophenyl)oxazol-2-yl]-3-(6,10-dioxo-9-methylsulphonylamino-1,2,3,4,7,8,9,10-octahydro-6H-pyridazino[1,2-a][1,2]diazepine-1-carboxamido)-4-hydroxybutanoate), C(C1=CC=CC=C1)(=O)NC1CCC(N2N(C1=O)C(CCC2)C(=O)NC(CC(=O)OC(C)(C)C)C(COC(C2=C(C=CC=C2Cl)Cl)=O)=O)=O (t-Butyl 3-(9-benzoylamino-6,10-dioxo-1,2,3,4,7,8,9,10-octahydro-6H-pyridazino[1,2-a][1,2]diazepine-1-carboxamido)-5-(2,6-dichlorobenzoyloxy)-4-oxopentanoate), [K+].[Br-] (KBr). Run in C(Cl)Cl (CH2Cl2). Yields the product ClC1=C(C(=CC=C1)Cl)C1=CN=C(O1)C(C(CC(=O)OC(C)(C)C)NC(=O)C1CCCN2N1C(C(CCC2=O)NS(=O)(=O)C)=O)=O (t-Butyl 4-[5-(2,6-dichlorophenyl)-oxazol-2-yl]-3-(6,10-dioxo-9-methylsulphonylamino-1,2,3,4,7,8,9,10-octahydro-6H-pyridazino[1,2-a][1,2]diazepine-1-carboxamido)-4-oxobutanoate). As a reaction SMILES: [Cl:1][C:2]1[CH:7]=[CH:6][CH:5]=[C:4]([Cl:8])[C:3]=1[C:9]1[O:13][C:12]([CH:14]([OH:45])[CH:15]([NH:24][C:25]([CH:27]2[N:32]3[C:33](=[O:44])[CH:34]([NH:39][S:40]([CH3:43])(=[O:42])=[O:41])[CH2:35][CH2:36][C:37](=[O:38])[N:31]3[CH2:30][CH2:29][CH2:28]2)=[O:26])[CH2:16][C:17]([O:19][C:20]([CH3:23])([CH3:22])[CH3:21])=[O:18])=[N:11][CH:10]=1.C(NC1C(=O)N2C(C(NC(C(=O)COC(=O)C3C(Cl)=CC=CC=3Cl)CC(OC(C)(C)C)=O)=O)CCCN2C(=O)CC1)(=O)C1C=CC=CC=1.[K+].[Br-]>C(Cl)Cl>[Cl:1][C:2]1[CH:7]=[CH:6][CH:5]=[C:4]([Cl:8])[C:3]=1[C:9]1[O:13][C:12]([C:14](=[O:45])[CH:15]([NH:24][C:25]([CH:27]2[N:32]3[C:33](=[O:44])[CH:34]([NH:39][S:40]([CH3:43])(=[O:42])=[O:41])[CH2:35][CH2:36][C:37](=[O:38])[N:31]3[CH2:30][CH2:29][CH2:28]2)=[O:26])[CH2:16][C:17]([O:19][C:20]([CH3:23])([CH3:22])[CH3:21])=[O:18])=[N:11][CH:10]=1 |f:2.3|. Procedure: was prepared from 218b in an analogous way to compound 216e as an off-white powder (675 mg, 81%) mp 100-200° C.; [α]D24 −84.9 (c 1.01, CH2Cl2); IR (KBr) 3336, 2978, 2936, 1719, 1674, 1510, 1433, 1421, 1369, 1329, 1274, 1257, 1155, 991, 789; 1H NMR (CDCl3) δ7.47-7.38 (4H, m), 7.24 (1H, d), 5.61-5.53 (1H, m), 5.48 (1H, d), 5.38-5.30 (1H, m), 4.67-4.45 (2H, m), 3.48-3.18 (2H, m), 3.04-2.90 (2H, m), 2.97 (3H, s), 2.69-2.54 (1H, m), 2.42-2.32 (1H, m), 2.22-2.15 (1H, m), 2.07-1.93 (3H, m), 1.71-1.65 (... Starting materials: N#CCOc1ccccc1Nc1nc(Cl)ncc1Cl, CCN1C(=O)CCC(C)(C)c2ccc(N)cc21. The product is CCN1C(=O)CCC(C)(C)c2ccc(Nc3ncc(Cl)c(Nc4ccccc4OCC#N)n3)cc21. As a reaction SMILES: [Cl:18][c:19]1[n:20][cH:21][c:22]([Cl:36])[c:23]([NH:25][c:26]2[c:27]([O:28][CH2:29][C:30]#[N:31])[cH:32][cH:33][cH:34][cH:35]2)[n:24]1.[NH2:1][c:2]1[cH:3][cH:4][c:5]2[c:6]([cH:17]1)[N:7]([CH2:15][CH3:16])[C:8](=[O:14])[CH2:9][CH2:10][C:11]2([CH3:12])[CH3:13]>>[NH:1]([c:2]1[cH:3][cH:4][c:5]2[c:6]([cH:17]1)[N:7]([CH2:15][CH3:16])[C:8](=[O:14])[CH2:9][CH2:10][C:11]2([CH3:12])[CH3:13])[c:19]1[n:20][cH:21][c:22]([Cl:36])[c:23]([NH:25][c:26]2[c:27]([O:28][CH2:29][C:30]#[N:31])[cH:32][cH:33][cH:34][cH:35]2)[n:24]1. Starting materials: C(=C=C)C(CC#C)(CCCC)O[Si](C)(C)C (4-propadienyl-4-trimethylsilyloxy-1-octyne), II (iodine), ice, CC(C(C)BC(C)C(C)C)C (bis-(3-methyl-2-butyl)borane), C(C)[N+](CC)(CC)[O-] (triethylamine oxide). Run in C(OC)COC (glyme), C(OC)COC (glyme), O1CCCC1 (tetrahydrofuran), O1CCCC1 (tetrahydrofuran). Run at temperature 25 celsius, time 90 minute. The product is I\C=C\CC(CCCC)(O[Si](C)(C)C)C=C=C (1-Iodo-4-propadienyl-4-trimethylsilyloxy-trans-1-octene). As a reaction SMILES: [CH:1]([C:4]([O:12][Si:13]([CH3:16])([CH3:15])[CH3:14])([CH2:8][CH2:9][CH2:10][CH3:11])[CH2:5][C:6]#[CH:7])=[C:2]=[CH2:3].CC(C)C(BC(C(C)C)C)C.C([N+]([O-])(CC)CC)C.[I:36]I>O1CCCC1.C(COC)OC>[I:36]/[CH:3]=[CH:2]/[CH2:1][C:4]([CH:5]=[C:6]=[CH2:7])([O:12][Si:13]([CH3:16])([CH3:15])[CH3:14])[CH2:8][CH2:9][CH2:10][CH3:11]. Procedure: To a stirred solution of 2.36 g. (10 mmol.) of 4-propadienyl-4-trimethylsilyloxy-1-octyne in 5 ml. of glyme is added a solution of 11 mmol. of bis-(3-methyl-2-butyl)borane in 15 ml. of glyme at 0° C. The mixture is stirred at 25° C. for 90 minutes, cooled to 0° C., and treated portionwise with 3.0 g. of triethylamine oxide. The stirred mixture is maintained at 25°-30° C. for 45 minutes, diluted with 20 ml. of tetrahydrofuran and poured into 100 ml. of ice-cold 15% sodium hydroxide solution, foll...